Task: describe an organic reaction: reactants, conditions, products, and yield. Dataset: the Open Reaction Database (ORD), a public repository of structured organic reaction records The reactants are ClC1=NSC(=C1Cl)C(=O)C1=CSC=C1 ((3,4-dichloro-1,2-thiazol-5-yl)(3-thienyl)methanone), Cl.NO (hydroxylamine hydrochloride). Solvent: N1=CC=CC=C1 (pyridine). Product: ClC1=NSC(=C1Cl)C(=NO)C1=CSC=C1 (1-(3,4-dichloro-1,2-thiazol-5-yl)-N-hydroxy-1-(3-thienyl)methanimine). The yield is 110.6%. As a reaction SMILES: [Cl:1][C:2]1[C:6]([Cl:7])=[C:5]([C:8]([C:10]2[CH:14]=[CH:13][S:12][CH:11]=2)=O)[S:4][N:3]=1.Cl.[NH2:16][OH:17]>N1C=CC=CC=1>[Cl:1][C:2]1[C:6]([Cl:7])=[C:5]([C:8]([C:10]2[CH:14]=[CH:13][S:12][CH:11]=2)=[N:16][OH:17])[S:4][N:3]=1 |f:1.2|. Reported procedure: A solution of (3,4-dichloro-1,2-thiazol-5-yl)(3-thienyl)methanone (3.00 g, 10.2 mmol) and hydroxylamine hydrochloride (844 mg, 25.5 mmol) in pyridine (30 mL) was stirred 4 h at 50° C. then overnight at room temperature. After removal of the solvent in vacuo, addition of water (50 mL) and extraction with ethyl acetate (3×40 mL), the combined organic layers were dried over MgSO4 and concentrated in vacuo. The residue was purified on silica gel to afford 1-(3,4-dichloro-1,2-thiazol-5-yl)-N-hydroxy-... Starting materials: C(C)(C)(C)OC(=O)N1C[C@H](OCC1)CN1C(=NC2=C1C=CC(=C2)C)C2=C(C=C(C(=O)O)C=C2F)F ((R)-4-(1-((4-(tert-butoxycarbonyl)morpholin-2-yl)methyl)-5-methyl-1H-benzo[d]imidazol-2-yl)-3,5-difluorobenzoic acid), C[N+]1(CCOCC1)C2=NC(=NC(=N2)OC)OC.[Cl-] (DMT-MM), CN (methylamine), C(C)O (ethanol). Run in CN(C)C=O (DMF). Conditions: time 30 minute. Yields the product FC1=C(C(=CC(=C1)C(NC)=O)F)C1=NC2=C(N1C[C@@H]1CN(CCO1)C(=O)OC(C)(C)C)C=CC(=C2)C ((R)-tert-butyl 2-((2-(2,6-difluoro-4-(methylcarbamoyl)phenyl)-5-methyl-1H-benzo[d]imidazol-1-yl)methyl)morpholine-4-carboxylate). Isolated yield 100.0%. Reaction SMILES: [C:1]([O:5][C:6]([N:8]1[CH2:13][CH2:12][O:11][C@H:10]([CH2:14][N:15]2[C:19]3[CH:20]=[CH:21][C:22]([CH3:24])=[CH:23][C:18]=3[N:17]=[C:16]2[C:25]2[C:33]([F:34])=[CH:32][C:28]([C:29]([OH:31])=O)=[CH:27][C:26]=2[F:35])[CH2:9]1)=[O:7])([CH3:4])([CH3:3])[CH3:2].[CH3:36][N+:37]1(C2N=C(OC)N=C(OC)N=2)CCOCC1.[Cl-].CN.C(O)C>CN(C=O)C>[F:34][C:33]1[CH:32]=[C:28]([C:29](=[O:31])[NH:37][CH3:36])[CH:27]=[C:26]([F:35])[C:25]=1[C:16]1[N:15]([CH2:14][C@H:10]2[O:11][CH2:12][CH2:13][N:8]([C:6]([O:5][C:1]([CH3:3])([CH3:4])[CH3:2])=[O:7])[CH2:9]2)[C:19]2[CH:20]=[CH:21][C:22]([CH3:24])=[CH:23][C:18]=2[N:17]=1 |f:1.2|. Procedure: (R)-4-(1-((4-(tert-butoxycarbonyl)morpholin-2-yl)methyl)-5-methyl-1H-benzo[d]imidazol-2-yl)-3,5-difluorobenzoic acid (750 mg, 1.54 mmol) was added to DMT-MM (408 mg, 1.69 mmol) in DMF (30.00 mL) under N2. The resulting suspension was stirred for 30 min. Afterward, methylamine 33% (by weight) solution in absolute ethanol (0.458 mL, 1.69 mmol) was added, and the mixture was stirred for 3 hr. The mixture was then concentrated under reduced pressure, and the resulting residue was dissolved in EtOAc ...